Dataset: the Open Reaction Database (ORD), a public repository of structured organic reaction records. Task: describe an organic reaction: reactants, conditions, products, and yield Starting materials: CC(C)(C)CCc1ccsc1C(N)=O, Cc1ccccc1, COCCO[AlH2-]OCCOC, [Na+], [Na+], C1CCOC1, [OH-]. RXN SMILES: [CH3:13][C:14]([CH2:15][CH2:16][c:17]1[c:18]([C:22](=[O:23])[NH2:24])[s:19][cH:20][cH:21]1)([CH3:25])[CH3:26].[CH3:29][c:30]1[cH:31][cH:32][cH:33][cH:34][cH:35]1.[CH3:2][O:3][CH2:4][CH2:5][O:6][AlH2-:7][O:8][CH2:9][CH2:10][O:11][CH3:12].[Na+:1].[Na+:28].[O:36]1[CH2:37][CH2:38][CH2:39][CH2:40]1.[OH-:27]>>[CH3:13][C:14]([CH2:15][CH2:16][c:17]1[c:18]([CH2:22][NH2:24])[s:19][cH:20][cH:21]1)([CH3:25])[CH3:26]. The product is CC(C)(C)CCc1ccsc1CN. Starting materials: FC1=C(C(=CC(=C1)F)CCC1=CC=C(C=C1)CC(C)(C)C)[N+](=O)[O-] (2,4-Difluoro-6-{2-[4-(2,2-dimethylpropyl)phenyl]ethyl}-1-nitrobenzene). The reagents and catalysts are [Pd] (Pd/C). The solvent is C(C)O (ethanol). Reaction conditions: time 3.5 hour. The product is FC1=C(N)C(=CC(=C1)F)CCC1=CC=C(C=C1)CC(C)(C)C (2,4-Difluoro-6-{2-[4-(2,2-dimethylpropyl)phenyl]ethyl}aniline). The yield is 80.6%. RXN SMILES: [F:1][C:2]1[CH:7]=[C:6]([F:8])[CH:5]=[C:4]([CH2:9][CH2:10][C:11]2[CH:16]=[CH:15][C:14]([CH2:17][C:18]([CH3:21])([CH3:20])[CH3:19])=[CH:13][CH:12]=2)[C:3]=1[N+:22]([O-])=O>C(O)C.[Pd]>[F:1][C:2]1[CH:7]=[C:6]([F:8])[CH:5]=[C:4]([CH2:9][CH2:10][C:11]2[CH:12]=[CH:13][C:14]([CH2:17][C:18]([CH3:21])([CH3:20])[CH3:19])=[CH:15][CH:16]=2)[C:3]=1[NH2:22]. Procedure details: 10% Pd/C (600 mg) was added under nitrogen to a stirred solution of the product from step (c) (10.9 g) in ethanol (150 ml) and the mixture hydrogenated at room temperature at a pressure of 1 atm. H2 for 3.5 hours (uptake 2300 ml). The mixture was filtered, the residue washed with ethanol, and the filtrate evaporated under reduced pressure to give an oil which crystallised on standing to give 8.0 g of the desired product. Starting materials: ClC=1C(N(C=C(N1)Cl)CCSC)=O (3,5-dichloro-1-[2-(methylthio)ethyl]-2(1H)-pyrazinone), ClC=1C=C2CCNC2=C(C1)Cl (5,7-dichloroindoline). Yields the product ClC=1N=C(C(N(C1)CCSC)=O)N1CCC2=CC(=CC(=C12)Cl)Cl (5-Chloro-3-(5,7-dichloro-2,3-dihydro-1H-indol-1-yl)-1-[2-(methylthio)ethyl]-2(1H)-pyrazinone). As a reaction SMILES: Cl[C:2]1[C:3](=[O:13])[N:4]([CH2:9][CH2:10][S:11][CH3:12])[CH:5]=[C:6]([Cl:8])[N:7]=1.[Cl:14][C:15]1[CH:16]=[C:17]2[C:21](=[C:22]([Cl:24])[CH:23]=1)[NH:20][CH2:19][CH2:18]2>>[Cl:8][C:6]1[N:7]=[C:2]([N:20]2[C:21]3[C:17](=[CH:16][C:15]([Cl:14])=[CH:23][C:22]=3[Cl:24])[CH2:18][CH2:19]2)[C:3](=[O:13])[N:4]([CH2:9][CH2:10][S:11][CH3:12])[CH:5]=1. Procedure details: Prepared in a similar fashion as described for Example 413 using 3,5-dichloro-1-[2-(methylthio)ethyl]-2(1H)-pyrazinone and 5,7-dichloroindoline as the starting materials. mp 127–128° C.; 1H NMR (300 MHz, CDCl3): 7.19 (d, J=1.8 Hz, 1 H), 7.12 (d, J=2.2 Hz, 1 H), 6.93 (s, 1 H), 4.36 (t, J=8.1 Hz, 2 H), 4.06 (t, J=7.0 Hz, 2 H), 3.13 (t, J=7.9 Hz, 2 H), 2.89 (t, J=7.0 Hz, 2 H), 2.16 (s, 3 H); HRMS (CI) calcd for C15H14N3OSCl3 (M+): 388.9923; found m/z 388.9920. Reactants: ClC1=CC=NC2=CC(=CC=C12)Cl (4,7-Dichloroquinoline), NC1=C(C(=O)O)C=CC=C1C (2-amino-3-methyl benzoic acid). Solvent: Cl (hydrochloric acid). The product is ClC1=CC=C2C(=CC=NC2=C1)NC1=C(C(=O)O)C=CC=C1C (2-(7-chloro-4-quinolylamino)-3-methyl benzoic acid). RXN SMILES: Cl[C:2]1[C:11]2[C:6](=[CH:7][C:8]([Cl:12])=[CH:9][CH:10]=2)[N:5]=[CH:4][CH:3]=1.[NH2:13][C:14]1[C:22]([CH3:23])=[CH:21][CH:20]=[CH:19][C:15]=1[C:16]([OH:18])=[O:17]>Cl>[Cl:12][C:8]1[CH:7]=[C:6]2[C:11]([C:2]([NH:13][C:14]3[C:22]([CH3:23])=[CH:21][CH:20]=[CH:19][C:15]=3[C:16]([OH:18])=[O:17])=[CH:3][CH:4]=[N:5]2)=[CH:10][CH:9]=1. Procedure details: 4,7-Dichloroquinoline and 2-amino-3-methyl benzoic acid are refluxed in dilute hydrochloric acid for 1 hour to give 2-(7-chloro-4-quinolylamino)-3-methyl benzoic acid. The reactants are COCOC=1C=NC=CC1 (3-(methoxymethyloxy)pyridine), C(C)(C)(C)[Li] (tert-butyllithium), C(C1=CC=CC=C1)(=O)OCCC1=CC=C(C=O)C=C1 (4-(2-benzoyloxy-ethyl)benzaldehyde), [Cl-].[NH4+] (ammonium chloride). The solvent is C(C)OCC (diethyl ether), C(C)OCC (diethyl ether). Reaction conditions: time 30 minute. Product: C(C1=CC=CC=C1)(=O)OCCC1=CC=C(C=C1)C(O)C1=C(C=NC=C1)OCOC (4-(2-benzoyloxyethyl)phenyl-3-(methoxymethyloxy)pyridin-4-yl-methanol). Yield: 53.1%. RXN SMILES: [CH3:1][O:2][CH2:3][O:4][C:5]1[CH:6]=[N:7][CH:8]=[CH:9][CH:10]=1.C([Li])(C)(C)C.[C:16]([O:24][CH2:25][CH2:26][C:27]1[CH:34]=[CH:33][C:30]([CH:31]=[O:32])=[CH:29][CH:28]=1)(=[O:23])[C:17]1[CH:22]=[CH:21][CH:20]=[CH:19][CH:18]=1.[Cl-].[NH4+]>C(OCC)C>[C:16]([O:24][CH2:25][CH2:26][C:27]1[CH:28]=[CH:29][C:30]([CH:31]([C:10]2[CH:9]=[CH:8][N:7]=[CH:6][C:5]=2[O:4][CH2:3][O:2][CH3:1])[OH:32])=[CH:33][CH:34]=1)(=[O:23])[C:17]1[CH:18]=[CH:19][CH:20]=[CH:21][CH:22]=1 |f:3.4|. Procedure: To a solution of 4-(2-benzoyloxyethyl)benzyl alcohol (1.2 g) in dichloromethane (50 mL) was added manganese dioxide (12 g), and the mixture was stirred for 23 hours at room temperature. The insoluble material was removed by filtration, and the solvent of the filtrate was removed under reduced pressure to give 4-(2-benzoyloxyethyl)benzaldehyde (0.87 g). To a solution of 3-(methoxymethyloxy)pyridine (0.20 g) in diethyl ether (20 mL) was added tert-butyllithium (1.51 mol/L solution in pentane, 1.2 ... Starting materials: CC1(C(CC(CC1)=O)=O)C (4,4-Dimethyl-1,3-cyclohexanedione), BrC=1C=C(C=O)C=CC1Br (3,4-dibromobenzaldehyde), NC1=NNC=C1 (3-aminopyrazole). Product: BrC=1C=C(C=CC1Br)C1N2C(NC=3CCC(C(C13)=O)(C)C)=CC=N2 (9-(3,4-Dibromophenyl)-7,7-dimethyl-5,6,7,9-tetrahydropyrazolo[5,1-b]quinazolin-8(4H)-one). As a reaction SMILES: [CH3:1][C:2]1([CH3:10])[CH2:7][CH2:6][C:5](=O)[CH2:4][C:3]1=[O:9].[Br:11][C:12]1[CH:13]=[C:14]([CH:17]=[CH:18][C:19]=1[Br:20])[CH:15]=O.[NH2:21][C:22]1[CH:26]=[CH:25][NH:24][N:23]=1>>[Br:11][C:12]1[CH:13]=[C:14]([CH:15]2[C:4]3[C:3](=[O:9])[C:2]([CH3:10])([CH3:1])[CH2:7][CH2:6][C:5]=3[NH:21][C:22]3=[CH:26][CH:25]=[N:24][N:23]23)[CH:17]=[CH:18][C:19]=1[Br:20]. Procedure details: 4,4-Dimethyl-1,3-cyclohexanedione, 3,4-dibromobenzaldehyde and 3-aminopyrazole were processed as described in General Procedure A to provide the title compound. Starting materials: COC1=CC=C(C=C1)N (p-anisidine), COC1=CC=C(C(=O)NC2=C(NC3=CC=CC=C23)C(=O)O)C=C1 (3-(4-methoxybenzoyl)amino-2-indolecarboxylic acid), Cl.CN(CCCN=C=NCC)C (1-(3-dimethylaminopropyl)-3-ethylcarbodiimide hydrochloride). The reagents and catalysts are CN(C1=CC=NC=C1)C (4-dimethylaminopyridine). Solvent: C(Cl)Cl (methylene chloride). Reaction conditions: time 6 hour. The product is COC1=CC=C(C(=O)NC2=C(NC3=CC=CC=C23)C(=O)NC2=CC=C(C=C2)OC)C=C1 (3-(4-methoxybenzoyl)amino-N-(4-methoxyphenyl)-2-indolecarboxamide). The yield is 14.2%. Reaction SMILES: [CH3:1][O:2][C:3]1[CH:8]=[CH:7][C:6]([NH2:9])=[CH:5][CH:4]=1.[CH3:10][O:11][C:12]1[CH:32]=[CH:31][C:15]([C:16]([NH:18][C:19]2[C:27]3[C:22](=[CH:23][CH:24]=[CH:25][CH:26]=3)[NH:21][C:20]=2[C:28](O)=[O:29])=[O:17])=[CH:14][CH:13]=1.Cl.CN(C)CCCN=C=NCC>C(Cl)Cl.CN(C)C1C=CN=CC=1>[CH3:10][O:11][C:12]1[CH:13]=[CH:14][C:15]([C:16]([NH:18][C:19]2[C:27]3[C:22](=[CH:23][CH:24]=[CH:25][CH:26]=3)[NH:21][C:20]=2[C:28]([NH:9][C:6]2[CH:7]=[CH:8][C:3]([O:2][CH3:1])=[CH:4][CH:5]=2)=[O:29])=[O:17])=[CH:31][CH:32]=1 |f:2.3|. Procedure details: To a solution p-anisidine (79 mg, 0.645 mmol) in methylene chloride (5 mL) was added 3-(4-methoxybenzoyl)amino-2-indolecarboxylic acid (200 mg, 0.645 mmol), 1-(3-dimethylaminopropyl)-3-ethylcarbodiimide hydrochloride (247 mg, 1.29 mmol), and 4-dimethylaminopyridine (8.0 mg, 0.065 mmol). The resulting solution was stirred at room temperature for 6 h. The resulting precipitate was collected via vacuum filtration to provide 38 mg (14%) of the title compound as a white solid. Starting materials: Cc1nc(Cl)ccc1CBr, C1COCCN1, CCN(C(C)C)C(C)C, ClCCl, O. Product: Cc1nc(Cl)ccc1CN1CCOCC1. RXN SMILES: [Br:1][CH2:2][c:3]1[c:4]([CH3:10])[n:5][c:6]([Cl:9])[cH:7][cH:8]1.[CH2:11]1[CH2:12][O:13][CH2:14][CH2:15][NH:16]1.[CH:17]([N:18]([CH2:19][CH3:20])[CH:21]([CH3:22])[CH3:23])([CH3:24])[CH3:25].[Cl:26][CH2:27][Cl:28].[OH2:29]>>[CH2:2]([c:3]1[c:4]([CH3:10])[n:5][c:6]([Cl:9])[cH:7][cH:8]1)[N:16]1[CH2:11][CH2:12][O:13][CH2:14][CH2:15]1.